The task is: describe an organic reaction: reactants, conditions, products, and yield. This data is from the Open Reaction Database (ORD), a public repository of structured organic reaction records. The product is Oc1ccc2c(c1)CCN(c1ccccc1)C2Cc1ccc(Br)cc1. RXN SMILES: [B:27]([Br:28])([Br:29])[Br:30].[Br:1][c:2]1[cH:3][cH:4][c:5]([CH2:6][CH:7]2[N:8]([c:19]3[cH:20][cH:21][cH:22][cH:23][cH:24]3)[CH2:9][CH2:10][c:11]3[cH:12][c:13]([O:17][CH3:18])[cH:14][cH:15][c:16]32)[cH:25][cH:26]1.[C:32](=[O:33])([OH:34])[O-:35].[Cl:37][CH2:38][Cl:39].[Na+:36].[OH2:31]>>[Br:1][c:2]1[cH:3][cH:4][c:5]([CH2:6][CH:7]2[N:8]([c:19]3[cH:20][cH:21][cH:22][cH:23][cH:24]3)[CH2:9][CH2:10][c:11]3[cH:12][c:13]([OH:17])[cH:14][cH:15][c:16]32)[cH:25][cH:26]1. Starting materials: BrB(Br)Br, COc1ccc2c(c1)CCN(c1ccccc1)C2Cc1ccc(Br)cc1, O=C([O-])O, ClCCl, [Na+], O. Reactants: CC1=C(C=NC=C1)B(O)O (4-Methylpyridin-3-ylboronic acid), BrC1=C(C=C(C=C1)[N+](=O)[O-])Cl (1-bromo-2-chloro-4-nitrobenzene), CC1=C(C=NC=C1)C1=C2C=NNC2=CC=C1 (4-(4-Methylpyridin-3-yl)-1H-indazole). Yields the product ClC1=C(C=CC(=C1)[N+](=O)[O-])C=1C=NC=CC1C (3-(2-Chloro-4-nitrophenyl)-4-methylpyridine). As a reaction SMILES: [CH3:1][C:2]1[CH:7]=[CH:6][N:5]=[CH:4][C:3]=1B(O)O.Br[C:12]1[CH:17]=[CH:16][C:15]([N+:18]([O-:20])=[O:19])=[CH:14][C:13]=1[Cl:21].CC1C=CN=CC=1C1C=CC=C2C=1C=NN2>>[Cl:21][C:13]1[CH:14]=[C:15]([N+:18]([O-:20])=[O:19])[CH:16]=[CH:17][C:12]=1[C:3]1[CH:4]=[N:5][CH:6]=[CH:7][C:2]=1[CH3:1]. Procedure: Intermediate 27A was prepared from Intermediate 1A and 1-bromo-2-chloro-4-nitrobenzene by the procedure described for the preparation of Intermediate 1C. HPLC Ret timej:1.30 min. MS (ES): m/z=249.0 [M+H]+. Starting materials: BrC=1C=CC2=C(NC(=N2)C2CC(C2)=COC)C1 (6-bromo-2-(3-(methoxymethylidene)cyclobutyl)-1H-benzimidazole), Cl (HCl), CC#N (CH3CN). Run at time 16 hour. Product: BrC=1C=CC2=C(N(C(=N2)C2CC(C2)C=O)C)C1 (3-(6-Bromo-1-methyl-1H-benzimidazol-2-yl)cyclobutanecarbaldehyde). As a reaction SMILES: [Br:1][C:2]1[CH:3]=[CH:4][C:5]2[N:9]=[C:8]([CH:10]3[CH2:13][C:12](=[CH:14][O:15]C)[CH2:11]3)[NH:7][C:6]=2[CH:17]=1.Cl.[CH3:19]C#N>>[Br:1][C:2]1[CH:3]=[CH:4][C:5]2[N:9]=[C:8]([CH:10]3[CH2:13][CH:12]([CH:14]=[O:15])[CH2:11]3)[N:7]([CH3:19])[C:6]=2[CH:17]=1. Procedure details: To a solution of 6-bromo-2-(3-(methoxymethylidene)cyclobutyl)-1H-benzimidazole (850 mg) in CH3CN (20 ml) was added 2 M HCl (4.2 ml), and the resulting mixture was stirred at same temperature for 16 h. The reaction mixture was then quenched with saturated NaHCO3 solution, and extracted with DCM. The extract was washed with brine, dried over Na2SO4, concentrated in vacuo and purified by column chromatography (hexane/EtOAc) to afford two isomers of the title compound (Less polar isomer: 200 mg, pol... Reactants: C(C)(C)(C)OC(=O)N1C[C@H]([C@@H](CC1)C(F)F)O ((±)-trans-4-difluoromethyl-3-hydroxy-piperidine-1-carboxylic acid tert-butyl ester), [H-].[Na+] (sodium hydride), C(CCC)C=1N=NC(=CC1C1=CC=C(C=C1)OC1CCCCC1)Cl (3-butyl-6-chloro-4-(4-cyclohexyloxy-phenyl)-pyridazine). Solvent: C1CCOC1 (THF), C1CCOC1 (THF). Reaction conditions: temperature 0 celsius, time 10 minute. Product: C(C)(C)(C)OC(=O)N1C[C@H]([C@@H](CC1)C(F)F)OC=1N=NC(=C(C1)C1=CC=C(C=C1)OC1CCCCC1)CCCC ((±)-trans-3-[6-butyl-5-(4-cyclohexyloxy-phenyl)-pyridazin-3-yloxy]-4-difluoromethyl-piperidine-1-carboxylic acid tert-butyl ester). Isolated yield 74.8%. As a reaction SMILES: [C:1]([O:5][C:6]([N:8]1[CH2:13][CH2:12][C@@H:11]([CH:14]([F:16])[F:15])[C@H:10]([OH:17])[CH2:9]1)=[O:7])([CH3:4])([CH3:3])[CH3:2].[H-].[Na+].[CH2:20]([C:24]1[N:25]=[N:26][C:27](Cl)=[CH:28][C:29]=1[C:30]1[CH:35]=[CH:34][C:33]([O:36][CH:37]2[CH2:42][CH2:41][CH2:40][CH2:39][CH2:38]2)=[CH:32][CH:31]=1)[CH2:21][CH2:22][CH3:23]>C1COCC1>[C:1]([O:5][C:6]([N:8]1[CH2:13][CH2:12][C@@H:11]([CH:14]([F:15])[F:16])[C@H:10]([O:17][C:27]2[N:26]=[N:25][C:24]([CH2:20][CH2:21][CH2:22][CH3:23])=[C:29]([C:30]3[CH:31]=[CH:32][C:33]([O:36][CH:37]4[CH2:42][CH2:41][CH2:40][CH2:39][CH2:38]4)=[CH:34][CH:35]=3)[CH:28]=2)[CH2:9]1)=[O:7])([CH3:4])([CH3:2])[CH3:3] |f:1.2|. Procedure: To a stirred solution of (±)-trans-4-difluoromethyl-3-hydroxy-piperidine-1-carboxylic acid tert-butyl ester (0.52 mmol, 0.13 g) in anhydrous THF (1 mL) at room temperature was added sodium hydride (60% dispersion in mineral oil) (1.08 mmol, 0.043 g) and continued stirring for 10 min. The reaction mixture was cooled to 0° C. using an ice bath. To this was added a solution of 3-butyl-6-chloro-4-(4-cyclohexyloxy-phenyl)-pyridazine (Example 14, 0.43 mmol, 0.15 g) in anhydrous THF (1 mL). After compl...